From a dataset of the Open Reaction Database (ORD), a public repository of structured organic reaction records. describe an organic reaction: reactants, conditions, products, and yield Starting materials: OC=1C(N=C(NC1)CON1C(C=2C(C1=O)=CC=CC2)=O)=O (5-Hydroxy-2-[(phthalimidooxy)methyl]-4(1H)-pyrimidinone), CNN (methylhydrazine). The solvent is CN(C=O)C (dimethylformamide). Run at temperature 10 celsius, time 1 hour. Product: NOCC=1NC=C(C(N1)=O)O (2-(aminooxy)methyl-5-hydroxy-4(1H)-pyrimidinone). RXN SMILES: [OH:1][C:2]1[C:3](=[O:21])[N:4]=[C:5]([CH2:8][O:9][N:10]2C(=O)C3=CC=CC=C3C2=O)[NH:6][CH:7]=1.CNN>CN(C)C=O>[NH2:10][O:9][CH2:8][C:5]1[NH:6][CH:7]=[C:2]([OH:1])[C:3](=[O:21])[N:4]=1. Procedure details: 5-Hydroxy-2-[(phthalimidooxy)methyl]-4(1H)-pyrimidinone (0.875 g) (3 mmol) is suspended in 7 ml of dimethylformamide. 136 mg (3 mmol) of methylhydrazine are added thereto at 10° C. and the mixture is stirred at room temperature for 1 hour. The solution is washed four times with 50 ml of n-pentane, the solid residue is taken up in ether, the product is filtered off and crystallized from ethanol. There is obtained 2-(aminooxy)methyl-5-hydroxy-4(1H)-pyrimidinone of m.p. 163° C. (dec.) as white crys...